This data is from the Open Reaction Database (ORD), a public repository of structured organic reaction records. The task is: describe an organic reaction: reactants, conditions, products, and yield The reactants are C(C)C1=NC2=CC=CC=C2C(N1C1=CC=C(C=C1)F)=O (2-Ethyl-3-(4-fluorophenyl)-3H-quinazolin-4-one), C(C)(=O)[O-].[Na+] (sodium acetate), BrBr (bromine), BrBr (bromine), C(C)C1=NC2=CC=CC=C2C(N1C1=CC=C(C=C1)F)=O (2-Ethyl-3-(4-fluorophenyl)-3H-quinazolin-4-one), C(C)(=O)OCC (ethyl acetate). Solvent: C(C)(=O)O (acetic acid), CCCCCC (hexane), O (water), C(C)(=O)O (acetic acid). Reaction conditions: temperature 40 celsius, time 60 minute. Yields the product BrC(C)C1=NC2=CC=CC=C2C(N1C1=CC=C(C=C1)F)=O (2-(1-Bromoethyl)-3-(4-fluorophenyl)-3H-quinazolin-4-one). The yield is 96.1%. Reaction SMILES: [CH2:1]([C:3]1[N:12]([C:13]2[CH:18]=[CH:17][C:16]([F:19])=[CH:15][CH:14]=2)[C:11](=[O:20])[C:10]2[C:5](=[CH:6][CH:7]=[CH:8][CH:9]=2)[N:4]=1)[CH3:2].C([O-])(=O)C.[Na+].[Br:26]Br.C(OCC)(=O)C>C(O)(=O)C.CCCCCC.O>[Br:26][CH:1]([C:3]1[N:12]([C:13]2[CH:18]=[CH:17][C:16]([F:19])=[CH:15][CH:14]=2)[C:11](=[O:20])[C:10]2[C:5](=[CH:6][CH:7]=[CH:8][CH:9]=2)[N:4]=1)[CH3:2] |f:1.2|. Procedure details: To a solution of 7.084 g 2-ethyl-3-(4-fluorophenyl)-3H-quinazoline-4-one (IV) (26.40 mmol, 1.000 equiv) and 2.60 g sodium acetate (31.7 mmol, 1.20 equiv) dissolved in 30 mL glacial acetic acid at 40° C. (external temperature; oil bath) was added dropwise by addition funnel a solution of 1.36 mL bromine (26.4 mmol, 1.00 equiv) in 5 mL glacial acetic acid over 60 min. Upon completed addition of the bromine solution, the reaction was stirred an additional 60 min, after which time TLC indicated no I... Reactants: CCOC(=O)C=C(C)c1ccc(CC(C)OS(=O)(=O)c2ccc(C)cc2)s1, CS(C)=O, [N-]=[N+]=[N-], [Na+]. The product is CCOC(=O)C=C(C)c1ccc(CC(C)N=[N+]=[N-])s1. RXN SMILES: [CH3:1][C:2](=[CH:3][C:4](=[O:5])[O:6][CH2:7][CH3:8])[c:9]1[s:10][c:11]([CH2:14][CH:15]([CH3:16])[O:17][S:18]([c:19]2[cH:20][cH:21][c:22]([CH3:23])[cH:24][cH:25]2)(=[O:26])=[O:27])[cH:12][cH:13]1.[CH3:32][S:33]([CH3:34])=[O:35].[N-:29]=[N+:30]=[N-:31].[Na+:28]>>[CH3:1][C:2](=[CH:3][C:4](=[O:5])[O:6][CH2:7][CH3:8])[c:9]1[s:10][c:11]([CH2:14][CH:15]([CH3:16])[N:29]=[N+:30]=[N-:31])[cH:12][cH:13]1. The reactants are ClC1=C(C=C(C=C1)NNC(=O)OC(C)(C)C)F (tert-butyl 2-(4-chloro-3-fluorophenyl)hydrazinecarboxylate), ClC1=C(C(=O)N=C=O)C=C(C=C1)CNC(C(F)(F)F)=O (2-chloro-5-((2,2,2-trifluoroacetamido)methyl)benzoyl isocyanate), FC(C(=O)O)(F)F (trifluoro acetic acid). The solvent is C(Cl)Cl (DCM). Product: ClC1=C(C=C(CNC(C(F)(F)F)=O)C=C1)C1=NN(C(N1)=O)C1=CC(=C(C=C1)Cl)F (N-(4-Chloro-3-(1-(4-chloro-3-fluorophenyl)-4,5-dihydro-5-oxo-1H-1,2,4-triazol-3-yl)benzyl)-2,2,2-trifluoroacetamide). The yield is 37104.1%. RXN SMILES: [Cl:1][C:2]1[CH:7]=[CH:6][C:5]([NH:8][NH:9]C(OC(C)(C)C)=O)=[CH:4][C:3]=1[F:17].[Cl:18][C:19]1[CH:29]=[CH:28][C:27]([CH2:30][NH:31][C:32](=[O:37])[C:33]([F:36])([F:35])[F:34])=[CH:26][C:20]=1[C:21]([N:23]=[C:24]=[O:25])=O.FC(F)(F)C(O)=O>C(Cl)Cl>[Cl:18][C:19]1[CH:29]=[CH:28][C:27]([CH2:30][NH:31][C:32](=[O:37])[C:33]([F:36])([F:35])[F:34])=[CH:26][C:20]=1[C:21]1[NH:23][C:24](=[O:25])[N:8]([C:5]2[CH:6]=[CH:7][C:2]([Cl:1])=[C:3]([F:17])[CH:4]=2)[N:9]=1. Reported procedure: The title compound was prepared according to the procedure described in Example-83 by using tert-butyl 2-(4-chloro-3-fluorophenyl)hydrazinecarboxylate (Intermediate-71, 0.828 g, 0.003 mmol), 2-chloro-5-((2,2,2-trifluoroacetamido)methyl)benzoyl isocyanate (step-3 of Intermediate-26, 1.3 g, 0.043 mmol), DCM (20 mL), trifluoro acetic acid (5.0 mL) to afford 0.500 g of the desired product. 1H NMR (300 MHz, DMSO d6): δ 4.45 (d, 2H), 7.48 (d, J=15.0 Hz, 1H), 7.68-7.83 (m, 3H), 7.85 (d, 1H), 7.99 (d, J... Reactants: FC=1C=CC(=NC1)C1=NOC(=C1/C=C/C=1SC(=CN1)C(=O)O)C (2-{(E)-2-[3-(5-fluoro-pyridin-2-yl)-5-methyl-isoxazol-4-yl]-vinyl}-thiazole-5-carboxylic acid), NCC1CC1 (aminomethylcyclopropane). The product is C1(CC1)CNC(=O)C1=CN=C(S1)\C=C\C=1C(=NOC1C)C1=NC=C(C=C1)F (2-{(E)-2-[3-(5-Fluoro-pyridin-2-yl)-5-methyl-isoxazol-4-yl]-vinyl}-thiazole-5-carboxylic acid cyclopropylmethyl-amide). Yield: 58.0%. As a reaction SMILES: [F:1][C:2]1[CH:3]=[CH:4][C:5]([C:8]2[C:12](/[CH:13]=[CH:14]/[C:15]3[S:16][C:17]([C:20]([OH:22])=O)=[CH:18][N:19]=3)=[C:11]([CH3:23])[O:10][N:9]=2)=[N:6][CH:7]=1.[NH2:24][CH2:25][CH:26]1[CH2:28][CH2:27]1>>[CH:26]1([CH2:25][NH:24][C:20]([C:17]2[S:16][C:15](/[CH:14]=[CH:13]/[C:12]3[C:8]([C:5]4[CH:4]=[CH:3][C:2]([F:1])=[CH:7][N:6]=4)=[N:9][O:10][C:11]=3[CH3:23])=[N:19][CH:18]=2)=[O:22])[CH2:28][CH2:27]1. Procedure details: As described for example 77c, 2-{(E)-2-[3-(5-fluoro-pyridin-2-yl)-5-methyl-isoxazol-4-yl]-vinyl}-thiazole-5-carboxylic acid (83 mg, 0.25 mmol) was converted, using aminomethylcyclopropane instead of 4-aminotetrahydropyran, to the title compound (56 mg, 58%) which was obtained as a light yellow solid after purification by chromatography (silica, 0 to 100% ethyl acetate in heptane). MS: m/e=385.2 [M+H]+. The reactants are BrC1=CC(=C(C=C1F)[N+](=O)[O-])F (4-bromo-2,5-difluoro-1-nitrobenzene), C([O-])([O-])=O.[Na+].[Na+] (sodium carbonate), C(C)O (ethanol), C(CCCC)[C@@H]1CC[C@H](CC1)C1=CC=C(C=C1)B(O)O (4-(trans-4-pentylcyclohexyl)phenylboronic acid). The reagents and catalysts are C=1C=CC(=CC1)[P](C=2C=CC=CC2)(C=3C=CC=CC3)[Pd]([P](C=4C=CC=CC4)(C=5C=CC=CC5)C=6C=CC=CC6)([P](C=7C=CC=CC7)(C=8C=CC=CC8)C=9C=CC=CC9)[P](C=1C=CC=CC1)(C=1C=CC=CC1)C=1C=CC=CC1 (tetrakis(triphenylphosphine)palladium(0)). Run in CCOCC (ether), O (water), C1=CC=CC=C1 (benzene). Yields the product FC1=C(C=C(C(=C1)[N+](=O)[O-])F)C1=CC=C(C=C1)[C@@H]1CC[C@H](CC1)CCCCC (2,5-difluoro-4-nitro-4′-(trans-4-pentylcyclohexyl)biphenyl). The yield is 84.4%. RXN SMILES: C(O)C.[CH2:4]([C@H:9]1[CH2:14][CH2:13][C@H:12]([C:15]2[CH:20]=[CH:19][C:18](B(O)O)=[CH:17][CH:16]=2)[CH2:11][CH2:10]1)[CH2:5][CH2:6][CH2:7][CH3:8].Br[C:25]1[C:30]([F:31])=[CH:29][C:28]([N+:32]([O-:34])=[O:33])=[C:27]([F:35])[CH:26]=1.C(=O)([O-])[O-].[Na+].[Na+]>C1C=CC([P]([Pd]([P](C2C=CC=CC=2)(C2C=CC=CC=2)C2C=CC=CC=2)([P](C2C=CC=CC=2)(C2C=CC=CC=2)C2C=CC=CC=2)[P](C2C=CC=CC=2)(C2C=CC=CC=2)C2C=CC=CC=2)(C2C=CC=CC=2)C2C=CC=CC=2)=CC=1.CCOCC.O.C1C=CC=CC=1>[F:31][C:30]1[CH:29]=[C:28]([N+:32]([O-:34])=[O:33])[C:27]([F:35])=[CH:26][C:25]=1[C:18]1[CH:17]=[CH:16][C:15]([C@H:12]2[CH2:13][CH2:14][C@H:9]([CH2:4][CH2:5][CH2:6][CH2:7][CH3:8])[CH2:10][CH2:11]2)=[CH:20][CH:19]=1 |f:3.4.5,^1:45,47,66,85|. Reported procedure: First, 50 ml of ethanol containing 7.52 g of 4-(trans-4-pentylcyclohexyl)phenylboronic acid dissolved therein, 50 ml of benzene containing 5.0 g of 4-bromo-2,5-difluoro-1-nitrobenzene dissolved therein, 21.0 ml of a sodium carbonate aqueous solution with a concentration of 2.0 mol/l, and 0.61 g of tetrakis(triphenylphosphine)palladium(0) were put in an argon-replaced 200 ml flask, and stirred under reflux for 12 hours. After the reaction, water and ether were added to the reaction solution for e...